Dataset: the Open Reaction Database (ORD), a public repository of structured organic reaction records. Task: describe an organic reaction: reactants, conditions, products, and yield Starting materials: BrC1=CC=C2C(=NNC2=C1)OC (6-bromo-3-methoxy-1H-indazole), C(C)OC(C=CC=1C=NC=CC1)=O (3-pyridin-3-yl-acrylic acid ethyl ester), C(C)OC(C=C(C1=CC=CC=C1)C1=C2C(=CNC2=CC=C1)C#N)=O (3-(3-Cyano-1H-Indol-4-yl)-3-phenyl-acrylic acid ethyl ester). Yields the product C(C)OC(C=C(C=1C=NC=CC1)C1=CC=C2C(=NNC2=C1)OC)=O (3-(3-Methoxy-1H-indazol-6-yl)-3-pyridin-3yl-acrylic acid ethyl ester). Reaction SMILES: Br[C:2]1[CH:10]=[C:9]2[C:5]([C:6]([O:11][CH3:12])=[N:7][NH:8]2)=[CH:4][CH:3]=1.[CH2:13]([O:15][C:16](=[O:25])[CH:17]=[CH:18][C:19]1[CH:20]=[N:21][CH:22]=[CH:23][CH:24]=1)[CH3:14].C(OC(=O)C=C(C1C=CC=C2C=1C(C#N)=CN2)C1C=CC=CC=1)C>>[CH2:13]([O:15][C:16](=[O:25])[CH:17]=[C:18]([C:2]1[CH:10]=[C:9]2[C:5]([C:6]([O:11][CH3:12])=[N:7][NH:8]2)=[CH:4][CH:3]=1)[C:19]1[CH:20]=[N:21][CH:22]=[CH:23][CH:24]=1)[CH3:14]. Procedure: 3-(3-Methoxy-1H-indazol-6-yl)-3-pyridin-3yl-acrylic acid ethyl ester was prepared from 6-bromo-3-methoxy-1H-indazole and 3-pyridin-3-yl-acrylic acid ethyl ester using the procedure described for preparation of 3-(3-Cyano-1H-Indol-4-yl)-3-phenyl-acrylic acid ethyl ester LVIII (Example 14). Reactants: Cl (HCl), C1(CCCCC1)N=C=NC1CCCCC1 (dicyclohexylcarbodiimide), ON1N=NC2=C1C=CC=C2 (1-hydroxybenzotriazole), N[C@@H](CCCNC(NS(=O)(=O)C1=CC=C(C)C=C1)=N)C(=O)N1[C@H](C(=O)N[C@@H](C)C(=O)N[C@@H](CCCCNC(=O)OCC2=C(Cl)C=CC=C2)C(=O)OCC2=CC=CC=C2)CCC1 (Arg(Tos)-Pro-Ala-Lys(ClZ)-OBzl), N[C@@H](CCCNC(NS(=O)(=O)C1=CC=C(C)C=C1)=N)C(=O)N1[C@H](C(=O)N[C@@H](C)C(=O)N[C@@H](CCCCNC(=O)OCC2=C(Cl)C=CC=C2)C(=O)OCC2=CC=CC=C2)CCC1 (Arg(Tos)-Pro-Ala-Lys(ClZ)-OBzl), N([C@@H](CCCCNC(=O)OCC1=C(Cl)C=CC=C1)C(=O)O)C(=O)OC(C)(C)C (Boc-Lys(ClZ)-OH), Cl (HCl). Solvent: C(Cl)(Cl)Cl.CO (chloroform methanol), O1CCCC1 (tetrahydrofuran), O1CCCC1 (tetrahydrofuran). Run at temperature 0 celsius, time 16 hour. The product is N([C@@H](CCCCNC(=O)OCC1=C(Cl)C=CC=C1)C(=O)N[C@@H](CCCNC(NS(=O)(=O)C1=CC=C(C)C=C1)=N)C(=O)N1[C@H](C(=O)N[C@@H](C)C(=O)N[C@@H](CCCCNC(=O)OCC2=C(Cl)C=CC=C2)C(=O)OCC2=CC=CC=C2)CCC1)C(=O)OC(C)(C)C (Boc-Lys(ClZ)-Arg(Tos)-Pro-Ala-Lys(ClZ)-OBzl). Yield: 81.0%. RXN SMILES: Cl.[NH2:2][C@H:3]([C:21]([N:23]1[CH2:62][CH2:61][CH2:60][C@H:24]1[C:25]([NH:27][C@H:28]([C:30]([NH:32][C@H:33]([C:50]([O:52][CH2:53][C:54]1[CH:59]=[CH:58][CH:57]=[CH:56][CH:55]=1)=[O:51])[CH2:34][CH2:35][CH2:36][CH2:37][NH:38][C:39]([O:41][CH2:42][C:43]1[CH:49]=[CH:48][CH:47]=[CH:46][C:44]=1[Cl:45])=[O:40])=[O:31])[CH3:29])=[O:26])=[O:22])[CH2:4][CH2:5][CH2:6][NH:7][C:8](=[NH:20])[NH:9][S:10]([C:13]1[CH:19]=[CH:18][C:16]([CH3:17])=[CH:15][CH:14]=1)(=[O:12])=[O:11].[NH:63]([C:84]([O:86][C:87]([CH3:90])([CH3:89])[CH3:88])=[O:85])[C@H:64]([C:81](O)=[O:82])[CH2:65][CH2:66][CH2:67][CH2:68][NH:69][C:70]([O:72][CH2:73][C:74]1[CH:80]=[CH:79][CH:78]=[CH:77][C:75]=1[Cl:76])=[O:71].ON1C2C=CC=CC=2N=N1.C1(N=C=NC2CCCCC2)CCCCC1>O1CCCC1.C(Cl)(Cl)Cl.CO>[NH:63]([C:84]([O:86][C:87]([CH3:90])([CH3:89])[CH3:88])=[O:85])[C@H:64]([C:81]([NH:2][C@H:3]([C:21]([N:23]1[CH2:62][CH2:61][CH2:60][C@H:24]1[C:25]([NH:27][C@H:28]([C:30]([NH:32][C@H:33]([C:50]([O:52][CH2:53][C:54]1[CH:59]=[CH:58][CH:57]=[CH:56][CH:55]=1)=[O:51])[CH2:34][CH2:35][CH2:36][CH2:37][NH:38][C:39]([O:41][CH2:42][C:43]1[CH:49]=[CH:48][CH:47]=[CH:46][C:44]=1[Cl:45])=[O:40])=[O:31])[CH3:29])=[O:26])=[O:22])[CH2:4][CH2:5][CH2:6][NH:7][C:8](=[NH:20])[NH:9][S:10]([C:13]1[CH:14]=[CH:15][C:16]([CH3:17])=[CH:18][CH:19]=1)(=[O:11])=[O:12])=[O:82])[CH2:65][CH2:66][CH2:67][CH2:68][NH:69][C:70]([O:72][CH2:73][C:74]1[CH:80]=[CH:79][CH:78]=[CH:77][C:75]=1[Cl:76])=[O:71] |f:6.7|. Reported procedure: At 0° C. the solution of 746 mg (0.81 mmol) of HCl.Arg(Tos)-Pro-Ala-Lys(ClZ)-OBzl (SEQ ID NO: 12) in 50 ml of anhydrous tetrahydrofuran was adjusted to pH 9, to which the pre-cold solution of 340 mg (0.82 mmol) of Boc-Lys(ClZ)-OH, 110 mg (0.82 mmol) of 1-hydroxybenzotriazole and 170 mg (0.82 mmol) of dicyclohexylcarbodiimide in 40 ml of anhydrous tetrahydrofuran was added. The reaction mixture was stirred at 0° C. for 2 h and at room temperature for 16 h and TLC (chloroform/methanol, 10:1) indic... The reactants are BrC=1N=C(C(=NC1)N)O[C@H](C)C1=C(C(=CC=C1Cl)F)Cl (5-bromo-3-[(R)-1-(2,6-dichloro-3-fluoro-phenyl)-ethoxy]-pyrazin-2-ylamine), NC1=C(C=C(C=N1)C=1C=NN(C1)C1CCN(CC1)C(CO)=O)O[C@H](C)C1=C(C(=CC=C1Cl)F)Cl (1-[4-(4-{6-Amino-5-[(R)-1-(2,6-dichloro-3-fluoro-phenyl)-ethoxy]-pyridin-3-yl}-pyrazol-1-yl)-piperidin-1-yl]-2-hydroxy-ethanone), c-Met. Yields the product ClC1=C(C(=CC=C1F)Cl)[C@@H](C)OC=1C(=NC=C(N1)C=1C=NN(C1)C1CCN(CC1)C)N (3-[(R)-1-(2,6-Dichloro-3-fluoro-phenyl)-ethoxy]-5-[1-(1-methyl-piperidin-4-yl)-1H-pyrazol-4-yl]-pyrazin-2-ylamine). As a reaction SMILES: Br[C:2]1[N:3]=[C:4]([O:9][C@@H:10]([C:12]2[C:17]([Cl:18])=[CH:16][CH:15]=[C:14]([F:19])[C:13]=2[Cl:20])[CH3:11])[C:5]([NH2:8])=[N:6][CH:7]=1.NC1N=CC([C:28]2[CH:29]=[N:30][N:31]([CH:33]3[CH2:38][CH2:37][N:36]([C:39](=O)CO)[CH2:35][CH2:34]3)[CH:32]=2)=CC=1O[C@@H](C1C(Cl)=CC=C(F)C=1Cl)C>>[Cl:20][C:13]1[C:14]([F:19])=[CH:15][CH:16]=[C:17]([Cl:18])[C:12]=1[C@H:10]([O:9][C:4]1[C:5]([NH2:8])=[N:6][CH:7]=[C:2]([C:28]2[CH:29]=[N:30][N:31]([CH:33]3[CH2:38][CH2:37][N:36]([CH3:39])[CH2:35][CH2:34]3)[CH:32]=2)[N:3]=1)[CH3:11]. Procedure details: The title compound was prepared according to procedure 62 using 5-bromo-3-[(R)-1-(2,6-dichloro-3-fluoro-phenyl)-ethoxy]-pyrazin-2-ylamine and 4-(4-bromo-pyrazol-1-yl)-1-methyl-piperidine (prepared according to general procedure 11). 1H NMR (400 MHz, DMSO-d6) δ 7.88 (s, 1H), 7.76 (s, 1H), 7.64 (s, 1H), 7.49 (m, 1H), 7.36 (t, 1H), 6.46 (q, 1H), 6.15 (s, 2H), 4.02 (m, 1H), 2.84 (m, 2H), 2.19 (s, 3H), 2.00 (m, 4H), 1.85 (m, 3H), 1.75 (d, 3H); LCMS: 465 [M+1]; c-Met Ki: 0.03 μM. Yields the product CC=1C=C(C=CC1)N1CCN(CC1)C=1N(C(C2=C(N1)C=NC=C2)CC(=O)OC)C2=CC(=CC=C2)C(F)(F)F (Methyl {2-[4-(3-methylphenyl)piperazin-1-yl]-3-[3-(trifluoromethyl)phenyl]-3,4-dihydropyrido[3,4-d]pyrimidin-4-yl}acetate). Reported procedure: Starting from 250 mg (0.34 mmol) of the carbodiimide from Example 17A and 63 mg (0.36 mmol) of 3-methylphenylpiperazine, general procedure [C] and purification by preparative HPLC result in 88 mg (48% of theory) of product. As a reaction SMILES: [F:1][C:2]([F:25])([F:24])[C:3]1[CH:4]=[C:5]([N:9]=[C:10]=[N:11][C:12]2[CH:13]=[N:14][CH:15]=[CH:16][C:17]=2/[CH:18]=[CH:19]/[C:20]([O:22][CH3:23])=[O:21])[CH:6]=[CH:7][CH:8]=1.[CH3:26][C:27]1[CH:28]=[C:29]([N:33]2[CH2:38][CH2:37][NH:36][CH2:35][CH2:34]2)[CH:30]=[CH:31][CH:32]=1>>[CH3:26][C:27]1[CH:28]=[C:29]([N:33]2[CH2:38][CH2:37][N:36]([C:10]3[N:9]([C:5]4[CH:6]=[CH:7][CH:8]=[C:3]([C:2]([F:24])([F:1])[F:25])[CH:4]=4)[CH:18]([CH2:19][C:20]([O:22][CH3:23])=[O:21])[C:17]4[CH:16]=[CH:15][N:14]=[CH:13][C:12]=4[N:11]=3)[CH2:35][CH2:34]2)[CH:30]=[CH:31][CH:32]=1. Starting materials: FC(C=1C=C(C=CC1)N=C=NC=1C=NC=CC1/C=C/C(=O)OC)(F)F (Methyl (2E)-3-{3-[({[3-(trifluoromethyl)phenyl]imino}methylene)amino]pyridin-4-yl}acrylate), CC=1C=C(C=CC1)N1CCNCC1 (3-methylphenylpiperazine). Reactants: C=O (formalin), C(C)(=O)O[BH-](OC(C)=O)OC(C)=O.[Na+] (sodium triacetoxyborohydride), NCCN1CCC(CC1)NC(OC(C)(C)C)=O (tert-butyl 1-(2-aminoethyl)-4-piperidinylcarbamate), O1CCC(CC1)=O (tetrahydro-4H-pyran-4-one), C(C)(=O)O[BH-](OC(C)=O)OC(C)=O.[Na+] (sodium triacetoxyborohydride), C([O-])(O)=O.[Na+] (sodium bicarbonate). Run in ClC(C)Cl (dichloroethane). Conditions: time 2.5 hour. Yields the product CN(C1CCOCC1)CCN1CCC(CC1)NC(OC(C)(C)C)=O (tert-butyl 1-[2-[N-methyl-N-(tetrahydropyran-4-yl)amino]ethyl]-4-piperidinylcarbamate). Yield: 100.9%. As a reaction SMILES: [NH2:1][CH2:2][CH2:3][N:4]1[CH2:9][CH2:8][CH:7]([NH:10][C:11](=[O:17])[O:12][C:13]([CH3:16])([CH3:15])[CH3:14])[CH2:6][CH2:5]1.[O:18]1[CH2:23][CH2:22][C:21](=O)[CH2:20][CH2:19]1.[C:25](O[BH-](OC(=O)C)OC(=O)C)(=O)C.[Na+].C=O.C(=O)(O)[O-].[Na+]>ClC(Cl)C>[CH3:25][N:1]([CH2:2][CH2:3][N:4]1[CH2:9][CH2:8][CH:7]([NH:10][C:11](=[O:17])[O:12][C:13]([CH3:14])([CH3:16])[CH3:15])[CH2:6][CH2:5]1)[CH:21]1[CH2:22][CH2:23][O:18][CH2:19][CH2:20]1 |f:2.3,5.6|. Procedure: Into a solution of tert-butyl 1-(2-aminoethyl)-4-piperidinylcarbamate (2.4 g) and tetrahydro-4H-pyran-4-one (0.79 g) in dichloroethane (35 ml) was added at room temperature sodium triacetoxyborohydride (2.19 g), and the resulting mixture was stirred for 2.5 hours. To the reaction mixture were added 37% formalin (0.65 g) and sodium triacetoxyborohydride (2.19 g), and the resulting mixture was stirred for 64 hours. The reaction mixture was mixed with an aqueous solution of sodium bicarbonate and w... Starting materials: FC1=CC(=C(C=C1)NC=1C2=C(N=CN1)SC(=C2C)C#N)OC2CCOCC2 (4-(4-fluoro-2-(tetrahydro-2H-pyran-4-yloxy)phenylamino)-5-methylthieno[2,3-d]pyrimidine-6-carbonitrile), [N-]=[N+]=[N-].[Na+] (sodium azide), [Cl-].[NH4+] (ammonium chloride). Run in CN(C)C=O (DMF). Conditions: temperature 125 celsius. Product: FC1=CC(=C(C=C1)NC=1C2=C(N=CN1)SC(=C2C)C2=NN=NN2)OC2CCOCC2 (N-(4-Fluoro-2-(tetrahydro-2H-pyran-4-yloxy)phenyl)-5-methyl-6-(1H-tetrazol-5-yl)thieno[2,3-d]pyrimidin-4-amine). As a reaction SMILES: [F:1][C:2]1[CH:7]=[CH:6][C:5]([NH:8][C:9]2[C:10]3[C:17]([CH3:18])=[C:16]([C:19]#[N:20])[S:15][C:11]=3[N:12]=[CH:13][N:14]=2)=[C:4]([O:21][CH:22]2[CH2:27][CH2:26][O:25][CH2:24][CH2:23]2)[CH:3]=1.[N-:28]=[N+:29]=[N-:30].[Na+].[Cl-].[NH4+]>CN(C=O)C>[F:1][C:2]1[CH:7]=[CH:6][C:5]([NH:8][C:9]2[C:10]3[C:17]([CH3:18])=[C:16]([C:19]4[NH:30][N:29]=[N:28][N:20]=4)[S:15][C:11]=3[N:12]=[CH:13][N:14]=2)=[C:4]([O:21][CH:22]2[CH2:23][CH2:24][O:25][CH2:26][CH2:27]2)[CH:3]=1 |f:1.2,3.4|. Reported procedure: To a stirred solution of 4-(4-fluoro-2-(tetrahydro-2H-pyran-4-yloxy)phenylamino)-5-methylthieno[2,3-d]pyrimidine-6-carbonitrile (0.036 g, 0.093 mmol) in DMF (1.0 mL) was added sodium azide (0.012 g, 0.18 mmol) and ammonium chloride (0.01 g, 0.18 mmol) and the mixture heated at 125° C. for 1.5 hours. The solvent was concentrated in vacuo and the residue co-evaporated with toluene. The crude product was dissolved in 10% MeOH in DCM and the insoluble material removed by filtration. The residue was ... Starting materials: OBO, CC(=O)c1ccc(Br)cc1, COc1ccccc1CNC1CCC(N(C)C(=O)OC(C)(C)C)CC1. Product: COc1ccc(-c2ccc(C(C)=O)cc2)cc1CNC1CCC(N(C)C(=O)OC(C)(C)C)CC1. Reaction SMILES: [BH:1]([OH:2])[OH:3].[Br:29][c:30]1[cH:31][cH:32][c:33]([C:36]([CH3:37])=[O:38])[cH:34][cH:35]1.[C:4](=[O:5])([O:6][C:7]([CH3:8])([CH3:9])[CH3:10])[N:11]([CH:12]1[CH2:13][CH2:14][CH:15]([NH:18][CH2:19][c:20]2[cH:21][cH:22][cH:23][cH:24][c:25]2[O:26][CH3:27])[CH2:16][CH2:17]1)[CH3:28]>>[C:4](=[O:5])([O:6][C:7]([CH3:8])([CH3:9])[CH3:10])[N:11]([CH:12]1[CH2:13][CH2:14][CH:15]([NH:18][CH2:19][c:20]2[cH:21][c:22](-[c:30]3[cH:31][cH:32][c:33]([C:36]([CH3:37])=[O:38])[cH:34][cH:35]3)[cH:23][cH:24][c:25]2[O:26][CH3:27])[CH2:16][CH2:17]1)[CH3:28].